From a dataset of the Open Reaction Database (ORD), a public repository of structured organic reaction records. describe an organic reaction: reactants, conditions, products, and yield Starting materials: C=CC(C)(C)C (neohexene), [SiH4] (silane), [SiH4] (silane), C[SiH](Cl)Cl (methyldichlorosilane), [SiH4] (silane). Reagents/catalysts: [H+].[H+].Cl[Pt-2](Cl)(Cl)(Cl)(Cl)Cl (chloroplatinic acid). Solvent: C1CCOC1 (THF). Reaction conditions: temperature 42 celsius. Product: C(CC(C)(C)C)[Si](Cl)(Cl)C (neohexylmethyldichlorosilane). Yield: 93.0%. As a reaction SMILES: [CH2:1]=[CH:2][C:3]([CH3:6])([CH3:5])[CH3:4].[CH3:7][SiH:8]([Cl:10])[Cl:9].[SiH4]>C1COCC1.[H+].[H+].Cl[Pt-2](Cl)(Cl)(Cl)(Cl)Cl>[CH2:1]([Si:8]([CH3:7])([Cl:10])[Cl:9])[CH2:2][C:3]([CH3:6])([CH3:5])[CH3:4] |f:4.5.6|. Procedure details: A 2 liter, 4-necked flask equipped as in Example 1 was charged with 500 g (5.94 mol) of neohexene and 1 ml of a 10% chloroplatinic acid in THF solution. The mixture was heated to reflux (about 42° C.). 805 g (5.94 mol) of methyldichlorosilane was then added dropwise. After the addition of about 70 ml of the silane, the reaction commenced and the temperature in the flask rose to 102° C. as the remainder of the silane was added. The reaction mixture was allowed to cool to room temperature (about 2... Starting materials: C(C1=CC=CC=C1)OCC=O (benzyloxyacetaldehyde). Solvent: C1(=CC=CC=C1)C (toluene). Product: C(C1=CC=CC=C1)OCC=O (benzyloxyacetaldehyde), C(C1=CC=CC=C1)OCCO (2-benzyloxyethanol). RXN SMILES: [CH2:1]([O:8][CH2:9][CH:10]=[O:11])[C:2]1[CH:7]=[CH:6][CH:5]=[CH:4][CH:3]=1>C1(C)C=CC=CC=1>[CH2:1]([O:8][CH2:9][CH:10]=[O:11])[C:2]1[CH:7]=[CH:6][CH:5]=[CH:4][CH:3]=1.[CH2:1]([O:8][CH2:9][CH2:10][OH:11])[C:2]1[CH:7]=[CH:6][CH:5]=[CH:4][CH:3]=1. Reported procedure: Example 1 was repeated except that 100 ml of toluene was used instead of 100 ml of dichloromethane, to obtain 7.2 g of benzyloxyacetaldehyde and 4.5 g of 2-benzyloxyethanol (yield of benzyloxyacetaldehyde based on the 2-benzyloxyethanol that had reacted: 68.2%, ratio of recovery of 2-benzyloxyethanol: 29.6%). The reactants are ice water, BrCCCCC1=C(C=C(C=C1)OC)OC (1-(4-bromobutyl)-2,4-dimethoxybenzene), C(O)([O-])=O.[Na+] (sodium hydrogen carbonate), [I-].[Na+] (sodium iodide). Solvent: CS(=O)C (DMSO). Reaction conditions: time 1.5 hour. Yields the product COC1=C(C=CC(=C1)OC)CCCC=O (4-(2,4-dimethoxyphenyl)butyraldehyde). Isolated yield 42.5%. RXN SMILES: Br[CH2:2][CH2:3][CH2:4][CH2:5][C:6]1[CH:11]=[CH:10][C:9]([O:12][CH3:13])=[CH:8][C:7]=1[O:14][CH3:15].C(=O)([O-])[OH:17].[Na+].[I-].[Na+]>CS(C)=O>[CH3:15][O:14][C:7]1[CH:8]=[C:9]([O:12][CH3:13])[CH:10]=[CH:11][C:6]=1[CH2:5][CH2:4][CH2:3][CH:2]=[O:17] |f:1.2,3.4|. Procedure details: A mixture of 1-(4-bromobutyl)-2,4-dimethoxybenzene (11.0 g, 40.2 mmol), sodium hydrogen carbonate (6.75 g, 80.3 mmol) and sodium iodide (9.03 g, 60.2 mmol) in DMSO (80 mL) was stirred at 105 C. for 1.5 h. The reaction mixture was allowed to cool to some extent after which ice water (240 mL) was added. The mixture was extracted with diethyl ether (2×200 mL), washed with brine (50 mL), dried (MgSO4) and concentrated in vacuo. The residue was purified by column chromatography (SiO2, hexane-EtOAc, 8... Reported procedure: Sodium triacetoxyborohydride (27.9 g, 134 mmol) is added portionwise over 45 minutes to a 0° C. solution of 2-methoxyaniline (12.5 g, 101 mmol) in THF (100 mL), acetone (7.82 mL, 106 mmol) and acetic acid (5.9 mL) and the resultant mixture is allowed to attain RT overnight. The reaction mixture is cooled to 0° C. and then water (50 mL) is added slowly followed by 50% aqueous sodium hydroxide solution (20 mL) and the resultant mixture stirred for 1.5 h. The organics were removed and the residual ... As a reaction SMILES: C(O[BH-](O[C:11](=O)[CH3:12])OC(=O)C)(=O)C.[Na+].[CH3:15][O:16][C:17]1[CH:23]=[CH:22][CH:21]=[CH:20][C:18]=1[NH2:19].[CH3:24][C:25]([CH3:27])=O.[OH-].[Na+]>C1COCC1.O.C(O)(=O)C>[CH:25]([N:19]([C:18]1[CH:20]=[CH:21][CH:22]=[CH:23][C:17]=1[O:16][CH3:15])[C:12]1[CH:11]=[CH:20][CH:18]=[CH:17][CH:23]=1)([CH3:27])[CH3:24] |f:0.1,4.5|. Solvent: O (water), C1CCOC1 (THF), C(C)(=O)O (acetic acid). The yield is 119.1%. Product: C(C)(C)N(C1=CC=CC=C1)C1=C(C=CC=C1)OC (N-Isopropyl-N-(2-methoxy-phenyl) aniline). Conditions: temperature 0 celsius, time 8 hour. Reactants: resultant mixture, resultant mixture, [OH-].[Na+] (sodium hydroxide), C(C)(=O)O[BH-](OC(C)=O)OC(C)=O.[Na+] (Sodium triacetoxyborohydride), COC1=C(N)C=CC=C1 (2-methoxyaniline), CC(=O)C (acetone). RXN SMILES: [CH2:1]([CH3:2])[N:3]([C:4](=[O:5])[c:6]1[n:7][c:8]([CH:11]2[CH2:12][CH2:13][N:14]([C:17]([O:18][C:19]([CH3:20])([CH3:21])[CH3:22])=[O:23])[CH2:15][CH2:16]2)[s:9][cH:10]1)[CH:24]([C:25]([c:26]1[cH:27][cH:28][cH:29][cH:30][cH:31]1)=[O:32])[CH3:33].[ClH:34].[O:35]1[CH2:36][CH2:37][O:38][CH2:39][CH2:40]1>>[CH2:1]([CH3:2])[N:3]([C:4](=[O:5])[c:6]1[n:7][c:8]([CH:11]2[CH2:12][CH2:13][NH2+:14][CH2:15][CH2:16]2)[s:9][cH:10]1)[CH:24]([C:25]([c:26]1[cH:27][cH:28][cH:29][cH:30][cH:31]1)=[O:32])[CH3:33].[Cl-:34]. Product: CCN(C(=O)c1csc(C2CC[NH2+]CC2)n1)C(C)C(=O)c1ccccc1, [Cl-]. Starting materials: CCN(C(=O)c1csc(C2CCN(C(=O)OC(C)(C)C)CC2)n1)C(C)C(=O)c1ccccc1, Cl, C1COCCO1.